This data is from the Open Reaction Database (ORD), a public repository of structured organic reaction records. The task is: describe an organic reaction: reactants, conditions, products, and yield Yields the product [Si](C)(C)(C(C)(C)C)O[C@@H]1C=2C(=C(C(=NC2CC(C1)(C)C)C(C)C)[C@H](O)C1=NC=C(C=C1)C(F)(F)F)C1=CCC(CC1)(F)F ((S)—((S)-5-(tert-butyldimethylsilyloxy)-4-(4,4-difluorocyclohex-1-enyl)-2-isopropyl-7,7-dimethyl-5,6,7,8-tetrahydroquinolin-3-yl)(5-(trifluoromethyl)pyridin-2-yl)methanol). Starting materials: [Si](C)(C)(C(C)(C)C)O[C@@H]1C=2C(=C(C(=NC2CC(C1)(C)C)C(C)C)C=O)C1=CCC(CC1)(F)F ((S)-5-(tert-butyldimethylsilyloxy)-4-(4,4-difluorocyclohex-1-enyl)-2-isopropyl-7,7-dimethyl-5,6,7,8-tetrahydroquinoline-3-carbaldehyde), BrC1=NC=C(C=C1)C(F)(F)F (2-bromo-5-(trifluoromethyl)pyridine). Procedure details: Obtained by starting from (S)-5-(tert-butyldimethylsilyloxy)-4-(4,4-difluorocyclohex-1-enyl)-2-isopropyl-7,7-dimethyl-5,6,7,8-tetrahydroquinoline-3-carbaldehyde and 2-bromo-5-(trifluoromethyl)pyridine. Reaction SMILES: [Si:1]([O:8][C@H:9]1[CH2:18][C:17]([CH3:20])([CH3:19])[CH2:16][C:15]2[N:14]=[C:13]([CH:21]([CH3:23])[CH3:22])[C:12]([CH:24]=[O:25])=[C:11]([C:26]3[CH2:31][CH2:30][C:29]([F:33])([F:32])[CH2:28][CH:27]=3)[C:10]1=2)([C:4]([CH3:7])([CH3:6])[CH3:5])([CH3:3])[CH3:2].Br[C:35]1[CH:40]=[CH:39][C:38]([C:41]([F:44])([F:43])[F:42])=[CH:37][N:36]=1>>[Si:1]([O:8][C@H:9]1[CH2:18][C:17]([CH3:19])([CH3:20])[CH2:16][C:15]2[N:14]=[C:13]([CH:21]([CH3:23])[CH3:22])[C:12]([C@@H:24]([C:35]3[CH:40]=[CH:39][C:38]([C:41]([F:44])([F:43])[F:42])=[CH:37][N:36]=3)[OH:25])=[C:11]([C:26]3[CH2:31][CH2:30][C:29]([F:33])([F:32])[CH2:28][CH:27]=3)[C:10]1=2)([C:4]([CH3:5])([CH3:6])[CH3:7])([CH3:3])[CH3:2]. Starting materials: CC1=CC=C(C=C1)C=1OC2=C(N1)C=C(C=C2)C(=O)OC (methyl 2-(4-methylphenyl)-5-benzoxazolecarboxylate), [OH-].[Na+] (sodium hydroxide), C(C)O (ethanol). Run in O (water), O (water). Yields the product CC1=CC=C(C=C1)C=1OC2=C(N1)C=C(C=C2)C(=O)O (2-(4-Methylphenyl)-5-benzoxazolecarboxylic Acid). Reaction SMILES: [CH3:1][C:2]1[CH:7]=[CH:6][C:5]([C:8]2[O:9][C:10]3[CH:16]=[CH:15][C:14]([C:17]([O:19]C)=[O:18])=[CH:13][C:11]=3[N:12]=2)=[CH:4][CH:3]=1.[OH-].[Na+].C(O)C>O>[CH3:1][C:2]1[CH:3]=[CH:4][C:5]([C:8]2[O:9][C:10]3[CH:16]=[CH:15][C:14]([C:17]([OH:19])=[O:18])=[CH:13][C:11]=3[N:12]=2)=[CH:6][CH:7]=1 |f:1.2|. Procedure details: A solution contaning 16.0 g. (0.06 mole) of methyl 2-(4-methylphenyl)-5-benzoxazolecarboxylate (1a), 4.0 g. (0.1 mole) of sodium hydroxide, and 50 ml. of water in 275 ml. of ethanol was stirred at 25° for 16 hours. The reaction mixture was poured into 1 l. of water. Acidification gave a white precipitate which was filtered, washed with water, and when air-dried amounted to 14.44 g. (95%) of 2-(4-methylphenyl)-5-benzoxazolecarboxylic acid (1b). The ir and nmr spectra were consistent with the prop...